This data is from the Open Reaction Database (ORD), a public repository of structured organic reaction records. The task is: describe an organic reaction: reactants, conditions, products, and yield Starting materials: CC(C)O, NC(=O)c1ccc(Cl)nc1Cl, [H-], [Na+], CN(C)C=O. Yields the product CC(C)Oc1nc(Cl)ccc1C(N)=O. RXN SMILES: [CH3:1][CH:2]([CH3:3])[OH:4].[Cl:7][c:8]1[c:9]([C:10](=[O:11])[NH2:12])[cH:13][cH:14][c:15]([Cl:17])[n:16]1.[H-:5].[Na+:6].[O:18]=[CH:19][N:20]([CH3:21])[CH3:22]>>[CH3:1][CH:2]([CH3:3])[O:4][c:8]1[c:9]([C:10](=[O:11])[NH2:12])[cH:13][cH:14][c:15]([Cl:17])[n:16]1. Reactants: N(=N\C(=O)OC(C)C)/C(=O)OC(C)C ((E)-Diisopropyl diazene-1,2-dicarboxylate), CN(CCCO)C (3-(dimethylamino)propan-1-ol), BrC=1C=CC(=NC1F)O (5-bromo-6-fluoropyridin-2-ol), C1(=CC=CC=C1)P(C1=CC=CC=C1)C1=CC=CC=C1 (triphenylphosphine). Run in C(Cl)Cl (DCM). Reaction conditions: temperature 2.5 celsius, time 16 hour. The product is BrC=1C=CC(=NC1F)OCCCN(C)C (3-(5-Bromo-6-fluoropyridin-2-yl)oxy-N,N-dimethylpropan-1-amine). The yield is 62.3%. Reaction SMILES: N(/C(OC(C)C)=O)=N\C(OC(C)C)=O.[CH3:15][N:16]([CH3:21])[CH2:17][CH2:18][CH2:19][OH:20].[Br:22][C:23]1[CH:24]=[CH:25][C:26](O)=[N:27][C:28]=1[F:29].C1(P(C2C=CC=CC=2)C2C=CC=CC=2)C=CC=CC=1>C(Cl)Cl>[Br:22][C:23]1[CH:24]=[CH:25][C:26]([O:20][CH2:19][CH2:18][CH2:17][N:16]([CH3:21])[CH3:15])=[N:27][C:28]=1[F:29]. Procedure details: (E)-Diisopropyl diazene-1,2-dicarboxylate (15.80 g, 78.13 mmol) was added drop wise to 3-(dimethylamino)propan-1-ol (8.06 g, 78.13 mmol), 5-bromo-6-fluoropyridin-2-ol (10 g, 52.09 mmol) and triphenylphosphine (20.49 g, 78.13 mmol) in DCM (150 mL) cooled to 0-5° C. under an inert atmosphere. The resulting solution was stirred at ambient temperature for 16 h then the solvent, removed under reduced pressure. The residue was diluted with EtOAc (50 mL) and the solid removed by filtration and discarde...